Dataset: the Open Reaction Database (ORD), a public repository of structured organic reaction records. Task: describe an organic reaction: reactants, conditions, products, and yield Reactants: C1OC=2C=C3CC(NC3=CC2O1)=O (5,6-methylenedioxy-2-oxindole), ClS(=O)(=O)N=C=O (chlorosulfonyl isocyanate). The product is C1OC=2C=C3CC(N(C3=CC2O1)C(=O)N)=O (5,6-Methylenedioxy-2-oxindole-1-carboxamide). RXN SMILES: [CH2:1]1[O:12][C:11]2[CH:10]=[C:9]3[C:5]([CH2:6][C:7](=[O:13])[NH:8]3)=[CH:4][C:3]=2[O:2]1.ClS([N:18]=[C:19]=[O:20])(=O)=O>>[CH2:1]1[O:12][C:11]2[CH:10]=[C:9]3[C:5]([CH2:6][C:7](=[O:13])[N:8]3[C:19]([NH2:18])=[O:20])=[CH:4][C:3]=2[O:2]1. Procedure: 5,6-Methylenedioxy-2-oxindole-1-carboxamide was prepared by reaction of 5,6-methylenedioxy-2-oxindole with chlorosulfonyl isocyanate, followed by hydrolysis, using the procedure of Example 19. The product melted at 237°-238° C. (dec.) after recrystallization from acetic acid. The solvent is CO (methanol). As a reaction SMILES: [Cl:1][C:2]1[CH:10]=[CH:9][C:8]([O:11][C:12]2[CH:17]=[CH:16][CH:15]=[C:14]([N+:18]([O-:20])=[O:19])[CH:13]=2)=[C:7]2[C:3]=1[CH:4]=[C:5]([C:22](OCC)=[O:23])[N:6]2C.Cl.[NH2:28][C:29]([NH2:31])=[NH:30].[CH3:32][O-].[Na+]>CO>[Cl:1][C:2]1[CH:10]=[CH:9][C:8]([O:11][C:12]2[CH:17]=[CH:16][CH:15]=[C:14]([N+:18]([O-:20])=[O:19])[CH:13]=2)=[C:7]2[C:3]=1[CH:4]=[C:5]([C:22]([N:30]=[C:29]([NH2:31])[NH:28][CH3:32])=[O:23])[NH:6]2 |f:1.2,3.4|. Yields the product ClC1=C2C=C(NC2=C(C=C1)OC1=CC(=CC=C1)[N+](=O)[O-])C(=O)N=C(NC)N (4-Chloro-1-methyl-7-(3-nitrophenoxy)-2-indoloylguanidine). Procedure details: The reaction was carried out in a manner similar to Example 186 b) except for using 0.17 g (0.45 mmol) of ethyl 4-chloro-1-methyl-7-(3-nitrophenoxy)-2-indolecarboxylate, 1.30 g of guanidine hydrochloride, 0.74 g (13.6 mmol) of sodium methoxide and 30 ml of methanol. 4-Chloro-1-methyl-7-(3-nitrophenoxy)-2-indoloylguanidine was obtained in the amount of 0.06 g (34.3%). Starting materials: ClC1=C2C=C(N(C2=C(C=C1)OC1=CC(=CC=C1)[N+](=O)[O-])C)C(=O)OCC (ethyl 4-chloro-1-methyl-7-(3-nitrophenoxy)-2-indolecarboxylate), Cl.NC(=N)N (guanidine hydrochloride), C[O-].[Na+] (sodium methoxide). The reactants are BrC=1C=C(OCCN(C)C)C=C(C1)[N+](=O)[O-] (2-(3-bromo-5-nitrophenoxy)-N,N-dimethylethanamine), C([O-])([O-])=O.[K+].[K+] (potassium carbonate), N1N=CN=C1 (1H-1,2,4-triazole). The reagents and catalysts are [Cu]I (copper(I) iodide). Solvent: ClCCl (dichloromethane), CN1CCCC1=O (NMP). The product is CN(CCOC1=CC(=CC(=C1)N1N=CN=C1)[N+](=O)[O-])C (N,N-dimethyl-2-(3-nitro-5-(1H-1,2,4-triazol-1-yl)phenoxy)ethanamine). The yield is 57.0%. As a reaction SMILES: Br[C:2]1[CH:3]=[C:4]([CH:11]=[C:12]([N+:14]([O-:16])=[O:15])[CH:13]=1)[O:5][CH2:6][CH2:7][N:8]([CH3:10])[CH3:9].C(=O)([O-])[O-].[K+].[K+].[NH:23]1[CH:27]=[N:26][CH:25]=[N:24]1>CN1C(=O)CCC1.ClCCl.[Cu]I>[CH3:9][N:8]([CH3:10])[CH2:7][CH2:6][O:5][C:4]1[CH:3]=[C:2]([N:23]2[CH:27]=[N:26][CH:25]=[N:24]2)[CH:13]=[C:12]([N+:14]([O-:16])=[O:15])[CH:11]=1 |f:1.2.3|. Procedure: Intermediate 16A (200 mg, 0.69 mmol), copper(I) iodide (65.9 mg, 0.35 mmol), potassium carbonate (287 mg, 2.1 mmol) and 1H-1,2,4-triazole (143 mg, 2.075 mmol) in NMP (2 mL) were heated at 120° C. for 6 hours. The reaction mixture was diluted with dichloromethane, and filtered through a plug of silica gel and washed with ethyl acetate. The filtrate was concentrated, and the residue was purified by reverse phase HPLC to obtain Intermediate 16B (109 mg, 56.8% yield) as a yellow solid. HPLC: Rt=0.74... The reactants are C(=O)([O-])[O-].[Na+].[Na+] (Na2CO3), BrC1=C(SC2=C1C=CC=C2)Br (dibromobenzothiophene), COC1=CC=C(C=C1)B(O)O (p-methoxyphenylboronic acid), Pd(OAc), C(Cl)(Cl)Cl (CHCl3). The reagents and catalysts are C1(=C(C=CC=C1)P(C1=C(C=CC=C1)C)C1=C(C=CC=C1)C)C (tri-ortho-tolyl phosphine). Run in CCOC(=O)C (EtOAc), C1CCOC1 (THF), hexanes. The product is COC1=CC=C(C=C1)C1=C(C2=C(S1)C=CC=C2)Br (2-[4-Methoxyphenyl]-3-bromobenzo[b]thiophene). Isolated yield 77.7%. Reaction SMILES: [Br:1][C:2]1[C:6]2[CH:7]=[CH:8][CH:9]=[CH:10][C:5]=2[S:4][C:3]=1Br.[CH3:12][O:13][C:14]1[CH:19]=[CH:18][C:17](B(O)O)=[CH:16][CH:15]=1.C([O-])([O-])=O.[Na+].[Na+].C(Cl)(Cl)Cl>C1COCC1.CCOC(C)=O.C1(C)C=CC=CC=1P(C1C=CC=CC=1C)C1C=CC=CC=1C>[CH3:12][O:13][C:14]1[CH:19]=[CH:18][C:17]([C:3]2[S:4][C:5]3[CH:10]=[CH:9][CH:8]=[CH:7][C:6]=3[C:2]=2[Br:1])=[CH:16][CH:15]=1 |f:2.3.4|. Procedure details: A mixture of the dibromobenzothiophene (11 g, 37.7 mmol), p-methoxyphenylboronic acid (5.7 g, 37.7 mmol), Pd(OAc) to (58 mg, 0.26 mmol) and tri-ortho-tolyl phosphine (237 mg) in 38 mL THF was treated with 38 mL 2 M Na2CO3 and refluxed in the absence of light overnight. Diluted with 100 mL EtOAc and separated the layers. The aqueous layer was extracted with EtOAc (50 mL). The combined organic layer was dried over MgSO4 and concentrated to an oil which was purified by chromatography (SiO2 ; stepwi...